This data is from the Open Reaction Database (ORD), a public repository of structured organic reaction records. The task is: describe an organic reaction: reactants, conditions, products, and yield The reactants are C(C)OC(CSC1=CN=C(S1)NC(=O)N(CC1CCCC1)C1=C(C(=C(C=C1)OC)F)F)=O ({2-[3-(2,3-difluoro-4-methoxy-phenyl)-3-cyclopentylmethyl-ureido]-thiazol-5-ylsulfanyl}-acetic acid ethyl ester), C(C)OC(CSC1=CN=C(S1)N)=O ((2-amino-thiazol-5-ylsulfanyl)acetic acid ethyl ester), C1(CCCC1)CN(C(NC=1SC=C(N1)CC(=O)O)=O)C1=CC=C(C=C1)S(=O)(=O)C ({2-[3-cyclopentylmethyl-3-(4-methanesulfonyl-phenyl)-ureido]-thiazol-4-yl}-acetic acid), C1(CCCC1)CNC1=C(C(=C(C=C1)OC)F)F (cyclopentylmethyl-(2,3-difluoro-4-methoxy-phenyl)-amine). RXN SMILES: C([O:3][C:4](=[O:32])[CH2:5][S:6][C:7]1[S:11][C:10]([NH:12][C:13]([N:15]([C:22]2[CH:27]=[CH:26][C:25]([O:28][CH3:29])=[C:24]([F:30])[C:23]=2[F:31])[CH2:16][CH:17]2[CH2:21][CH2:20][CH2:19][CH2:18]2)=[O:14])=[N:9][CH:8]=1)C.C1(CN(C2C=CC(S(C)(=O)=O)=CC=2)C(=O)NC2SC=C(CC(O)=O)N=2)CCCC1.C1(CNC2C=CC(OC)=C(F)C=2F)CCCC1.C(OC(=O)CSC1SC(N)=NC=1)C>>[CH:17]1([CH2:16][N:15]([C:22]2[CH:27]=[CH:26][C:25]([O:28][CH3:29])=[C:24]([F:30])[C:23]=2[F:31])[C:13](=[O:14])[NH:12][C:10]2[S:11][C:7]([S:6][CH2:5][C:4]([OH:32])=[O:3])=[CH:8][N:9]=2)[CH2:21][CH2:20][CH2:19][CH2:18]1. Product: C1(CCCC1)CN(C(NC=1SC(=CN1)SCC(=O)O)=O)C1=C(C(=C(C=C1)OC)F)F ({2-[3-Cyclopentylmethyl-3-(2,3-difluoro-4-methoxy-phenyl)-ureido]-thiazol-5-ylsulfanyl}-acetic acid). Procedure: The title compound was prepared via {2-[3-(2,3-difluoro-4-methoxy-phenyl)-3-cyclopentylmethyl-ureido]-thiazol-5-ylsulfanyl}-acetic acid ethyl ester in a similar manner as described for the synthesis of {2-[3-cyclopentylmethyl-3-(4-methanesulfonyl-phenyl)-ureido]-thiazol-4-yl}-acetic acid, using cyclopentylmethyl-(2,3-difluoro-4-methoxy-phenyl)-amine and (2-amino-thiazol-5-ylsulfanyl)acetic acid ethyl ester.